Task: describe an organic reaction: reactants, conditions, products, and yield. Dataset: the Open Reaction Database (ORD), a public repository of structured organic reaction records The reactants are Cc1cc(N)n[nH]1, CCN(C(C)C)C(C)C, COc1cc(C(=O)c2nc(Cl)c3ccccc3n2)ccc1F, [I-], [K+], CN(C)C=O, O. The product is COc1cc(C(=O)c2nc(Nc3cc(C)[nH]n3)c3ccccc3n2)ccc1F. As a reaction SMILES: [CH3:23][c:24]1[cH:25][c:26]([NH2:29])[n:27][nH:28]1.[CH:32]([N:33]([CH2:34][CH3:35])[CH:36]([CH3:37])[CH3:38])([CH3:39])[CH3:40].[Cl:1][c:2]1[n:3][c:4]([C:12](=[O:13])[c:14]2[cH:15][c:16]([O:21][CH3:22])[c:17]([F:20])[cH:18][cH:19]2)[n:5][c:6]2[cH:7][cH:8][cH:9][cH:10][c:11]12.[I-:31].[K+:30].[O:41]=[CH:42][N:43]([CH3:44])[CH3:45].[OH2:46]>>[c:2]1([NH:29][c:26]2[cH:25][c:24]([CH3:23])[nH:28][n:27]2)[n:3][c:4]([C:12](=[O:13])[c:14]2[cH:15][c:16]([O:21][CH3:22])[c:17]([F:20])[cH:18][cH:19]2)[n:5][c:6]2[cH:7][cH:8][cH:9][cH:10][c:11]12. Starting materials: C(C1=CC=CC=C1)(C1=CC=CC=C1)N1CC(C1)COC1=CC(=C(C(=O)OC(C)(C)C)C=C1C1CC1)F (tert-butyl 4-((1-benzhydrylazetidin-3-yl)methoxy)-5-cyclopropyl-2-fluorobenzoate), [OH-].[K+] (potassium hydroxide), NaH2PO4. Run in CS(=O)C (DMSO). Reaction conditions: time 16 hour. The product is C(C1=CC=CC=C1)(C1=CC=CC=C1)N1CC(C1)COC1=CC(=C(C(=O)O)C=C1C1CC1)F (4-((1-benzhydrylazetidin-3-yl)methoxy)-5-cyclopropyl-2-fluorobenzoic acid). Reaction SMILES: [CH:1]([N:14]1[CH2:17][CH:16]([CH2:18][O:19][C:20]2[C:32]([CH:33]3[CH2:35][CH2:34]3)=[CH:31][C:23]([C:24]([O:26]C(C)(C)C)=[O:25])=[C:22]([F:36])[CH:21]=2)[CH2:15]1)([C:8]1[CH:13]=[CH:12][CH:11]=[CH:10][CH:9]=1)[C:2]1[CH:7]=[CH:6][CH:5]=[CH:4][CH:3]=1.[OH-].[K+]>CS(C)=O>[CH:1]([N:14]1[CH2:17][CH:16]([CH2:18][O:19][C:20]2[C:32]([CH:33]3[CH2:35][CH2:34]3)=[CH:31][C:23]([C:24]([OH:26])=[O:25])=[C:22]([F:36])[CH:21]=2)[CH2:15]1)([C:8]1[CH:13]=[CH:12][CH:11]=[CH:10][CH:9]=1)[C:2]1[CH:7]=[CH:6][CH:5]=[CH:4][CH:3]=1 |f:1.2|. Reported procedure: A mixture of tert-butyl 4-((1-benzhydrylazetidin-3-yl)methoxy)-5-cyclopropyl-2-fluorobenzoate (203 mg) and potassium hydroxide (187 mg) in DMSO (1.7 mL) was stirred at rt for 16 hr. The contents were acidified with 1M NaH2PO4. Solid was collected with filtration, washed with water, and dried under vacuum (171 mg). Starting materials: C([O-])(O)=O.[Na+] (sodium bicarbonate), ClC1=C(C=O)C(=CC=C1)Cl (2,6-dichlorobenzaldehyde), O1CCCC1 (tetrahydrofuran), S(=O)(=O)([O-])[O-].O[NH3+].O[NH3+] (hydroxylammonium sulfate). The solvent is O (water). Reaction conditions: temperature 40 celsius, time 3 hour. Yields the product ClC1=C(C=NO)C(=CC=C1)Cl (2,6-dichlorobenzaldoxime). RXN SMILES: [Cl:1][C:2]1[CH:9]=[CH:8][CH:7]=[C:6]([Cl:10])[C:3]=1[CH:4]=O.O1CCCC1.S([O-])([O-])(=O)=O.[OH:21][NH3+:22].O[NH3+].C(=O)(O)[O-].[Na+]>O>[Cl:1][C:2]1[CH:9]=[CH:8][CH:7]=[C:6]([Cl:10])[C:3]=1[CH:4]=[N:22][OH:21] |f:2.3.4,5.6|. Procedure details: 50.0 g (0.286 mol) of 2,6-dichlorobenzaldehyde were added to 250 ml of tetrahydrofuran and 250 ml of water, and 26.0 g (0.159 mol) of hydroxylammonium sulfate were added. The mixture was then stirred at 40° C. for 3 h, keeping the pH at 4-5 by adding sodium bicarbonate solution. The tetrahydrofuran was then distilled off under reduced pressure, and the residue was extracted with methyl tert-butyl ether, and the solution was dried over sodium sulfate and concentrated under reduced pressure. Yield... Starting materials: ClC=1C=C(C(=CC1)[N+](=O)[O-])SC=1N(C=CN1)C (2-[(3-Chloro-6-nitrophenyl)thio]-1-methyl-1H-imidazole). Reagents/catalysts: [Ni] (Raney nickel), [Ni] (Raney nickel). Solvent: C(C)O (ethanol). Conditions: time 18 hour. Yields the product ClC1=CC(=C(C=C1)N)SC=1N(C=CN1)C (4-Chloro-2-[(1-methyl-1H-imidazol-2-yl)thio]benzenamine). RXN SMILES: [Cl:1][C:2]1[CH:3]=[C:4]([S:11][C:12]2[N:13]([CH3:17])[CH:14]=[CH:15][N:16]=2)[C:5]([N+:8]([O-])=O)=[CH:6][CH:7]=1>[Ni].C(O)C>[Cl:1][C:2]1[CH:7]=[CH:6][C:5]([NH2:8])=[C:4]([S:11][C:12]2[N:13]([CH3:17])[CH:14]=[CH:15][N:16]=2)[CH:3]=1. Procedure: A mixture of 3.0 g (10.7 mmoles) of the product from Example 49, 1.5 spatulas of Raney nickel and 200 ml of ethanol was hydrogenated at 1 atmosphere and room temperature for 18 hours. An additional spatula of Raney nickel was added and hydrogenation continued for 90 minutes. The mixture was filtered to remove the catalyst and the filtrates concentrated. The residue was recrystallized from dichloromethane/petroleum ether (bp 30°-60° C.) to give the product as colorless plates (1.7 g, 66%), mp 116... Starting materials: C1CCOC1, CN, CCOC(C)=O, CC(C)(C)OC(=O)N1CCC(Oc2cc(F)cc([N+](=O)[O-])c2)C1COS(C)(=O)=O. Yields the product CNCC1C(Oc2cc(F)cc([N+](=O)[O-])c2)CCN1C(=O)OC(C)(C)C. RXN SMILES: [CH2:32]1[O:33][CH2:34][CH2:35][CH2:36]1.[CH3:30][NH2:31].[CH3:37][CH2:38][O:39][C:40]([CH3:41])=[O:42].[F:1][c:2]1[cH:3][c:4]([O:5][CH:6]2[CH:7]([CH2:18][O:19][S:20]([CH3:21])(=[O:22])=[O:23])[N:8]([C:11](=[O:12])[O:13][C:14]([CH3:15])([CH3:16])[CH3:17])[CH2:9][CH2:10]2)[cH:24][c:25]([N+:27](=[O:28])[O-:29])[cH:26]1>>[F:1][c:2]1[cH:3][c:4]([O:5][CH:6]2[CH:7]([CH2:18][NH:31][CH3:30])[N:8]([C:11](=[O:12])[O:13][C:14]([CH3:15])([CH3:16])[CH3:17])[CH2:9][CH2:10]2)[cH:24][c:25]([N+:27](=[O:28])[O-:29])[cH:26]1.